From a dataset of the Open Reaction Database (ORD), a public repository of structured organic reaction records. describe an organic reaction: reactants, conditions, products, and yield The reactants are BrCC1=CC=C(C=C1)I (1-(bromomethyl)-4-iodobenzene), N1CCS(CC1)(=O)=O (thiomorpholine 1,1-dioxide), CCN(C(C)C)C(C)C (DIPEA). Run in C1CCOC1 (THF). The product is IC1=CC=C(CN2CCS(CC2)(=O)=O)C=C1 (4-(4-iodobenzyl)thiomorpholine 1,1-dioxide). Reaction SMILES: Br[CH2:2][C:3]1[CH:8]=[CH:7][C:6]([I:9])=[CH:5][CH:4]=1.[NH:10]1[CH2:15][CH2:14][S:13](=[O:17])(=[O:16])[CH2:12][CH2:11]1.CCN(C(C)C)C(C)C>C1COCC1>[I:9][C:6]1[CH:7]=[CH:8][C:3]([CH2:2][N:10]2[CH2:15][CH2:14][S:13](=[O:17])(=[O:16])[CH2:12][CH2:11]2)=[CH:4][CH:5]=1. Procedure: 1-(bromomethyl)-4-iodobenzene (1 g, 3.37 mmol), thiomorpholine 1,1-dioxide (0.546 g, 4.04 mmol) and DIPEA (0.882 mL, 5.05 mmol) were stirred in THF (15 mL) at room temperature overnight. The solvent was removed in vacuo while loading onto silica. Purification of the residue by MPLC (12-100% EtOAc-hexanes) gave 4-(4-iodobenzyl)thiomorpholine 1,1-dioxide as a white solid. The reactants are F[B-](F)(F)F, COc1cc(C(=O)O)ccc1Nc1ncc2c(n1)N(C1CCCC1)CCC(=O)N2C, CCN(C(C)C)C(C)C, ClCCl, CC(C)(C)OC(=O)N1CCC(N)CC1, CN(C)C(On1nnc2ccccc21)=[N+](C)C. Yields the product COc1cc(C(=O)NC2CCN(C(=O)OC(C)(C)C)CC2)ccc1Nc1ncc2c(n1)N(C1CCCC1)CCC(=O)N2C. RXN SMILES: [B-:31]([F:32])([F:33])([F:34])[F:35].[CH:1]1([N:6]2[c:7]3[c:8]([cH:15][n:16][c:17]([NH:19][c:20]4[c:21]([O:29][CH3:30])[cH:22][c:23]([C:24](=[O:25])[OH:26])[cH:27][cH:28]4)[n:18]3)[N:9]([CH3:14])[C:10](=[O:13])[CH2:11][CH2:12]2)[CH2:2][CH2:3][CH2:4][CH2:5]1.[CH:53]([N:54]([CH2:55][CH3:56])[CH:57]([CH3:58])[CH3:59])([CH3:60])[CH3:61].[Cl:76][CH2:77][Cl:78].[NH2:62][CH:63]1[CH2:64][CH2:65][N:66]([C:69](=[O:70])[O:71][C:72]([CH3:73])([CH3:74])[CH3:75])[CH2:67][CH2:68]1.[n:36]1([O:37][C:38]([N:39]([CH3:40])[CH3:41])=[N+:42]([CH3:43])[CH3:44])[c:45]2[cH:46][cH:47][cH:48][cH:49][c:50]2[n:51][n:52]1>>[CH:1]1([N:6]2[c:7]3[c:8]([cH:15][n:16][c:17]([NH:19][c:20]4[c:21]([O:29][CH3:30])[cH:22][c:23]([C:24](=[O:26])[NH:62][CH:63]5[CH2:64][CH2:65][N:66]([C:69](=[O:70])[O:71][C:72]([CH3:73])([CH3:74])[CH3:75])[CH2:67][CH2:68]5)[cH:27][cH:28]4)[n:18]3)[N:9]([CH3:14])[C:10](=[O:13])[CH2:11][CH2:12]2)[CH2:2][CH2:3][CH2:4][CH2:5]1. Starting materials: COC(C)(C)C, CN(C)c1ccncc1, OCc1ccc2c(c1)OC(F)(F)O2, O, O=S(Cl)Cl. The product is FC1(F)Oc2ccc(CCl)cc2O1. Reaction SMILES: [C:19]([O:20][CH3:21])([CH3:22])([CH3:23])[CH3:24].[CH3:25][N:26]([c:27]1[cH:28][cH:29][n:30][cH:31][cH:32]1)[CH3:33].[F:1][C:2]1([F:13])[O:3][c:4]2[c:5]([cH:7][cH:8][c:9]([CH2:11][OH:12])[cH:10]2)[O:6]1.[OH2:18].[S:14]([Cl:15])([Cl:16])=[O:17]>>[F:1][C:2]1([F:13])[O:3][c:4]2[c:5]([cH:7][cH:8][c:9]([CH2:11][Cl:16])[cH:10]2)[O:6]1. Reactants: ClC(CC(C(=O)C1=CC=CC=C1)O)F (γ-chloro-2-hydroxy-4-fluorobutyrophenone), C(O)([O-])=O.[Na+] (sodium hydrogen carbonate), C1(=CC=CC=C1)N1CNC(C12CCNCC2)=O (1-phenyl-1,3,8-triazaspiro[4,5]decan-4-one), [I-].[K+] (potassium iodide), ice water. Solvent: C1(=CC=CC=C1)C (toluene). Product: O=C1NCN(C12CCN(CC2)C(CC(C(=O)C2=CC=CC=C2)O)F)C2=CC=CC=C2 (γ-(4-oxo-1-phenyl-1,3,8-triazaspiro[4,5]decan-8-yl)-2-hydroxy-4-fluorobutyrophenone). Reaction SMILES: Cl[CH:2]([F:14])[CH2:3][CH:4]([OH:13])[C:5]([C:7]1[CH:12]=[CH:11][CH:10]=[CH:9][CH:8]=1)=[O:6].C(=O)([O-])O.[Na+].[C:20]1([N:26]2[C:30]3([CH2:35][CH2:34][NH:33][CH2:32][CH2:31]3)[C:29](=[O:36])[NH:28][CH2:27]2)[CH:25]=[CH:24][CH:23]=[CH:22][CH:21]=1.[I-].[K+]>C1(C)C=CC=CC=1>[O:36]=[C:29]1[C:30]2([CH2:31][CH2:32][N:33]([CH:2]([F:14])[CH2:3][CH:4]([OH:13])[C:5]([C:7]3[CH:12]=[CH:11][CH:10]=[CH:9][CH:8]=3)=[O:6])[CH2:34][CH2:35]2)[N:26]([C:20]2[CH:25]=[CH:24][CH:23]=[CH:22][CH:21]=2)[CH2:27][NH:28]1 |f:1.2,4.5|. Procedure details: A mixture of 18.75 g of γ-chloro-2-hydroxy-4-fluorobutyrophenone, 5.25 g of sodium hydrogen carbonate, 15 g of 1-phenyl-1,3,8-triazaspiro[4,5]decan-4-one, 0.02 g of potassium iodide and 2 liters of toluene was refluxed for 80 hours. The resulting mixture was poured into ice water and extracted with ethyl acetate. The extract was washed with saturated aqueous sodium chloride, dried over anhydrous sodium sulfate and evaporated under reduced pressure. The residual solid was washed with diethyl ethe... The reactants are COCc1c(C(=O)O)c(C)nn1-c1cccc(C(F)(F)F)c1, C1CCN(C2CCNCC2)C1. Yields the product COCc1c(C(=O)N2CCC(N3CCCC3)CC2)c(C)nn1-c1cccc(C(F)(F)F)c1. Reaction SMILES: [CH3:1][O:2][CH2:3][c:4]1[c:5]([C:20](=[O:21])[OH:22])[c:6]([CH3:19])[n:7][n:8]1-[c:9]1[cH:10][c:11]([C:15]([F:16])([F:17])[F:18])[cH:12][cH:13][cH:14]1.[N:23]1([CH:28]2[CH2:29][CH2:30][NH:31][CH2:32][CH2:33]2)[CH2:24][CH2:25][CH2:26][CH2:27]1>>[CH3:1][O:2][CH2:3][c:4]1[c:5]([C:20](=[O:22])[N:31]2[CH2:30][CH2:29][CH:28]([N:23]3[CH2:24][CH2:25][CH2:26][CH2:27]3)[CH2:33][CH2:32]2)[c:6]([CH3:19])[n:7][n:8]1-[c:9]1[cH:10][c:11]([C:15]([F:16])([F:17])[F:18])[cH:12][cH:13][cH:14]1. Reactants: S(=O)(Cl)Cl (thionyl chloride), C(N)(=O)C1=C(NC=2N(C1C1=CC(=CC=C1)[N+](=O)[O-])C=CN2)C (6-carbamoyl-7-methyl-5-(3-nitrophenyl)-5,8-dihydroimidazo[1,2-a]pyrimidine), C(Cl)(Cl)Cl (chloroform). Run in CN(C=O)C (dimethylformamide). The product is C(#N)C1=C(NC=2N(C1C1=CC(=CC=C1)[N+](=O)[O-])C=CN2)C (6-cyano-7-methyl-5-(3-nitrophenyl)-5,8-dihydroimidazo[1,2-a]pyrimidine). The yield is 39.0%. As a reaction SMILES: S(Cl)(Cl)=O.[C:5]([C:8]1[CH:13]([C:14]2[CH:19]=[CH:18][CH:17]=[C:16]([N+:20]([O-:22])=[O:21])[CH:15]=2)[N:12]2[CH:23]=[CH:24][N:25]=[C:11]2[NH:10][C:9]=1[CH3:26])(=O)[NH2:6].C(Cl)(Cl)Cl>CN(C)C=O>[C:5]([C:8]1[CH:13]([C:14]2[CH:19]=[CH:18][CH:17]=[C:16]([N+:20]([O-:22])=[O:21])[CH:15]=2)[N:12]2[CH:23]=[CH:24][N:25]=[C:11]2[NH:10][C:9]=1[CH3:26])#[N:6]. Procedure details: 1.5 ml of thionyl chloride is added dropwise to a solution of 3 g of 6-carbamoyl-7-methyl-5-(3-nitrophenyl)-5,8-dihydroimidazo[1,2-a]pyrimidine in 30 ml of dimethylformamide. After stirring for an hour, the mixture is poured into chloroform and washed with sodium bicarbonate solution followed by passing the mixture through a column containing 50 g of silica gel with a mixture of dichloromethane and ethanol as an eluent. Upon allowing the eluates to stand, crystals are precipitated and collected ...